Task: describe an organic reaction: reactants, conditions, products, and yield. Dataset: the Open Reaction Database (ORD), a public repository of structured organic reaction records Starting materials: N1(CCCCC1)NC(=O)C1=NN(C(=C1C)C1=CC=C(C=C1)C#CCO)C1=C(C=C(C=C1)Cl)Cl (1-(2,4-Dichloro-phenyl)-5-[4-(3-hydroxy-prop-1-ynyl)-phenyl]-4-methyl-1H-pyrazole-3-carboxylic acid piperidin-1-ylamide), C(Cl)Cl (DCM). The reagents and catalysts are [Pd] (palladium). The solvent is C1CCOC1 (THF), C1CCOC1 (THF). Conditions: time 2 hour. Product: N1(CCCCC1)NC(=O)C1=NN(C(=C1C)C1=CC=C(C=C1)CCCO)C1=C(C=C(C=C1)Cl)Cl (1-(2,4-Dichloro-phenyl)-5-[4-(3-hydroxy-propyl)-phenyl]-4-methyl-1H-pyrazole-3-carboxylic acid piperidin-1-ylamide). Isolated yield 75.8%. Reaction SMILES: [N:1]1([NH:7][C:8]([C:10]2[C:14]([CH3:15])=[C:13]([C:16]3[CH:21]=[CH:20][C:19]([C:22]#[C:23][CH2:24][OH:25])=[CH:18][CH:17]=3)[N:12]([C:26]3[CH:31]=[CH:30][C:29]([Cl:32])=[CH:28][C:27]=3[Cl:33])[N:11]=2)=[O:9])[CH2:6][CH2:5][CH2:4][CH2:3][CH2:2]1.C(Cl)Cl>C1COCC1.[Pd]>[N:1]1([NH:7][C:8]([C:10]2[C:14]([CH3:15])=[C:13]([C:16]3[CH:17]=[CH:18][C:19]([CH2:22][CH2:23][CH2:24][OH:25])=[CH:20][CH:21]=3)[N:12]([C:26]3[CH:31]=[CH:30][C:29]([Cl:32])=[CH:28][C:27]=3[Cl:33])[N:11]=2)=[O:9])[CH2:6][CH2:5][CH2:4][CH2:3][CH2:2]1. Procedure details: To a magnetically stirred suspension of 14 mg of palladium (10 wt % on carbon) taken in 8 ml of THF was added compound 2-1 (80 mg, 0.165 mmol) dissolved in 3 ml of THF. The resulting mixture was stirred at room temperature for 2 h under an atmosphere of hydrogen. Then to the mixture was added 10 ml of DCM and the catalyst was filtered and the residue was concentrated and purified by flash column chromatography (petroleum ether-ethyl acetate, 6:4) to afford 61 mg (76%) of 4-1 as a white solid. The reactants are O=[N+]([O-])c1cnc2nc(Cl)nc(N3CCOCC3)c2c1, [Na], OCCN1CCOCC1, C1CCOC1. The product is O=[N+]([O-])c1cnc2nc(OCCN3CCOCC3)nc(N3CCOCC3)c2c1. As a reaction SMILES: [Cl:1][c:2]1[n:3][c:4]([N:15]2[CH2:16][CH2:17][O:18][CH2:19][CH2:20]2)[c:5]2[c:6]([n:7]1)[n:8][cH:9][c:10]([N+:12](=[O:13])[O-:14])[cH:11]2.[Na:30].[O:21]1[CH2:22][CH2:23][N:24]([CH2:27][CH2:28][OH:29])[CH2:25][CH2:26]1.[O:31]1[CH2:32][CH2:33][CH2:34][CH2:35]1>>[c:2]1([O:29][CH2:28][CH2:27][N:24]2[CH2:23][CH2:22][O:21][CH2:26][CH2:25]2)[n:3][c:4]([N:15]2[CH2:16][CH2:17][O:18][CH2:19][CH2:20]2)[c:5]2[c:6]([n:7]1)[n:8][cH:9][c:10]([N+:12](=[O:13])[O-:14])[cH:11]2. The reactants are O=C([O-])[O-], CN(C)CCCl, [Cs+], [Cs+], COc1cc(C=O)ccc1O, CN(C)C=O. The product is COc1cc(C=O)ccc1OCCN(C)C. RXN SMILES: [C:12](=[O:13])([O-:14])[O-:15].[CH3:18][N:19]([CH3:20])[CH2:21][CH2:22][Cl:23].[Cs+:16].[Cs+:17].[O:1]=[CH:2][c:3]1[cH:4][c:5]([O:6][CH3:7])[c:8]([OH:9])[cH:10][cH:11]1.[O:24]=[CH:25][N:26]([CH3:27])[CH3:28]>>[O:1]=[CH:2][c:3]1[cH:4][c:5]([O:6][CH3:7])[c:8]([O:9][CH2:22][CH2:21][N:19]([CH3:18])[CH3:20])[cH:10][cH:11]1. Reactants: C1=C(C=CC2=CC=CC=C12)C(=O)Cl (2-naphthoyl chloride), CN[C@@H]1CCC=2N(C3=CC=CC=C3C2CC(=O)OCCC)C1 (propyl [(7R)-7-(methylamino)-6,7,8,9-tetrahydropyrido[1,2-a]indol-10-yl]acetate). Yields the product CN([C@@H]1CCC=2N(C3=CC=CC=C3C2CC(=O)O)C1)C(=O)C1=CC2=CC=CC=C2C=C1 ({(7R)-7-[methyl(2-naphthoyl)amino]-6,7,8,9-tetrahydropyrido[1,2-a]indol-10-yl}acetic acid). As a reaction SMILES: [CH:1]1[C:10]2[C:5](=[CH:6][CH:7]=[CH:8][CH:9]=2)[CH:4]=[CH:3][C:2]=1[C:11](Cl)=[O:12].[CH3:14][NH:15][C@H:16]1[CH2:35][N:20]2[C:21]3[C:26]([C:27]([CH2:28][C:29]([O:31]CCC)=[O:30])=[C:19]2[CH2:18][CH2:17]1)=[CH:25][CH:24]=[CH:23][CH:22]=3>>[CH3:14][N:15]([C:11]([C:2]1[CH:3]=[CH:4][C:5]2[C:10](=[CH:9][CH:8]=[CH:7][CH:6]=2)[CH:1]=1)=[O:12])[C@H:16]1[CH2:35][N:20]2[C:21]3[C:26]([C:27]([CH2:28][C:29]([OH:31])=[O:30])=[C:19]2[CH2:18][CH2:17]1)=[CH:25][CH:24]=[CH:23][CH:22]=3. Procedure details: The title compound was prepared using analogous procedures described in Example 2 (Method B) from 2-naphthoyl chloride and propyl [(7R)-7-(methylamino)-6,7,8,9-tetrahydropyrido[1,2-a]indol-10-yl]acetate. MS (+ESI) m/z: 413. The reactants are CCOC(C)=O, COC(=O)CCCCC(=O)C1CO1, O=[Pt]=O. The product is COC(=O)CCCCC(=O)CCO. As a reaction SMILES: [CH3:17][CH2:18][O:19][C:20](=[O:21])[CH3:22].[CH3:1][O:2][C:3]([CH2:4][CH2:5][CH2:6][CH2:7][C:8]([CH:9]1[CH2:10][O:11]1)=[O:12])=[O:13].[Pt:14](=[O:15])=[O:16]>>[CH3:1][O:2][C:3]([CH2:4][CH2:5][CH2:6][CH2:7][C:8]([CH2:9][CH2:10][OH:11])=[O:12])=[O:13].